From a dataset of the Open Reaction Database (ORD), a public repository of structured organic reaction records. describe an organic reaction: reactants, conditions, products, and yield Reactants: N(C)(CC(=O)N[C@@H](CC(C)C)C(=O)N[C@@H](CCSC)C(=O)N)C(=O)OC(C)(C)C (BocSar-Leu-MetNH2), Cl (hydrogen chloride). Run in C(C)(=O)O (acetic acid). Product: N(C)CC(=O)N[C@@H](CC(C)C)C(=O)N[C@@H](CCSC)C(=O)N (HSar-Leu-MetNH2). The yield is 100.0%. As a reaction SMILES: [N:1](C(OC(C)(C)C)=O)([CH2:3][C:4]([NH:6][C@H:7]([C:12]([NH:14][C@H:15]([C:20]([NH2:22])=[O:21])[CH2:16][CH2:17][S:18][CH3:19])=[O:13])[CH2:8][CH:9]([CH3:11])[CH3:10])=[O:5])[CH3:2].Cl>C(O)(=O)C>[NH:1]([CH2:3][C:4]([NH:6][C@H:7]([C:12]([NH:14][C@H:15]([C:20]([NH2:22])=[O:21])[CH2:16][CH2:17][S:18][CH3:19])=[O:13])[CH2:8][CH:9]([CH3:11])[CH3:10])=[O:5])[CH3:2]. Reported procedure: Condensation of BocSarOPFP (3.43 g.) and HLeu-MetNH2 (Example 1, 2.98 g.) by the activated ester method gave BocSar-Leu-MetNH2 in 75% yield. De-t-butoxycarbonylation of BocSar-Leu-MetNH2 (3.04 g.) using hydrogen chloride in acetic acid gave HSar-Leu-MetNH2 in 100% yield. The reactants are CCO, CCOC(=O)CCNC(=O)c1ccc(NC(c2oc3ccc(OCCCS(C)(=O)=O)cc3c2C)C2CCCCC2)cc1, [Na+], [OH-]. The product is Cc1c(C(Nc2ccc(C(=O)NCCC(=O)O)cc2)C2CCCCC2)oc2ccc(OCCCS(C)(=O)=O)cc12. As a reaction SMILES: [CH3:45][CH2:46][OH:47].[CH:1]1([CH:7]([c:8]2[o:9][c:10]3[c:11]([c:12]2[CH3:13])[cH:14][c:15]([O:18][CH2:19][CH2:20][CH2:21][S:22](=[O:23])(=[O:24])[CH3:25])[cH:16][cH:17]3)[NH:26][c:27]2[cH:28][cH:29][c:30]([C:33](=[O:34])[NH:35][CH2:36][CH2:37][C:38](=[O:39])[O:40][CH2:41][CH3:42])[cH:31][cH:32]2)[CH2:2][CH2:3][CH2:4][CH2:5][CH2:6]1.[Na+:44].[OH-:43]>>[CH:1]1([CH:7]([c:8]2[o:9][c:10]3[c:11]([c:12]2[CH3:13])[cH:14][c:15]([O:18][CH2:19][CH2:20][CH2:21][S:22](=[O:23])(=[O:24])[CH3:25])[cH:16][cH:17]3)[NH:26][c:27]2[cH:28][cH:29][c:30]([C:33](=[O:34])[NH:35][CH2:36][CH2:37][C:38](=[O:39])[OH:40])[cH:31][cH:32]2)[CH2:2][CH2:3][CH2:4][CH2:5][CH2:6]1. As a reaction SMILES: [ClH:26].[n:1]1[c:2](-[c:7]2[cH:8][cH:9][c:10]([S:13](=[O:14])(=[O:15])[N:16]3[CH2:17][CH2:18][CH:19]([C:22](=[O:23])[O:24][CH3:25])[CH2:20][CH2:21]3)[cH:11][cH:12]2)[cH:3][cH:4][cH:5][cH:6]1>>[n:1]1[c:2](-[c:7]2[cH:8][cH:9][c:10]([S:13](=[O:14])(=[O:15])[N:16]3[CH2:17][CH2:18][CH:19]([C:22](=[O:23])[OH:24])[CH2:20][CH2:21]3)[cH:11][cH:12]2)[cH:3][cH:4][cH:5][cH:6]1. The reactants are Cl, COC(=O)C1CCN(S(=O)(=O)c2ccc(-c3ccccn3)cc2)CC1. Yields the product O=C(O)C1CCN(S(=O)(=O)c2ccc(-c3ccccn3)cc2)CC1. Starting materials: CN(C1(CCCC2=C1C=CS2)CO)C (4-dimethylamino-4-hydroxymethyl-4,5,6,7-tetrahydro-1-benzothiophene), COC=1C=C(C(=O)Cl)C=C(C1OC)OC (3,4,5-trimethoxybenzoylchloride). Solvent: N1=CC=CC=C1 (pyridine). Run at time 14 hour. Product: CN(C1(CCCC2=C1C=CS2)COC(C2=CC(=C(C(=C2)OC)OC)OC)=O)C (4-dimethylamino-4-[(3,4,5-trimethoxybenzoyloxy)methyl]-4,5,6,7-tetrahydro-1-benzothiophene). As a reaction SMILES: [CH3:1][N:2]([CH3:14])[C:3]1([CH2:12][OH:13])[C:8]2[CH:9]=[CH:10][S:11][C:7]=2[CH2:6][CH2:5][CH2:4]1.[CH3:15][O:16][C:17]1[CH:18]=[C:19]([CH:23]=[C:24]([O:28][CH3:29])[C:25]=1[O:26][CH3:27])[C:20](Cl)=[O:21]>N1C=CC=CC=1>[CH3:1][N:2]([CH3:14])[C:3]1([CH2:12][O:13][C:20](=[O:21])[C:19]2[CH:18]=[C:17]([O:16][CH3:15])[C:25]([O:26][CH3:27])=[C:24]([O:28][CH3:29])[CH:23]=2)[C:8]2[CH:9]=[CH:10][S:11][C:7]=2[CH2:6][CH2:5][CH2:4]1. Procedure details: 15 ml of pyridine Containing 1.52 g of 4-dimethylamino-4-hydroxymethyl-4,5,6,7-tetrahydro-1-benzothiophene obtained in Example 1 was cooled with ice, and added with 1.82 g of 3,4,5-trimethoxybenzoylchloride. The reaction mixture was then stirred at room temperature for 14 hours. The solvent was removed under reduced pressure, and the residue was poured into water, followed by extracting with chloroform. The chloroform phase was washed with water and dried. The solvent was removed under reduced p... Reactants: COC([C@@H](NC(C(CC(C)C)=NO)=O)CC1=CC(=C(C(=C1)OC)OC)OC)=O (N-(2-hydroxyimino-4-methylpentanoyl)-(3,4,5-trimethoxy)phenylalanine methyl ester), [OH-].[Na+] (sodium hydroxide). Run in C(C)O (ethanol). Conditions: time 13 hour. Product: ON=C(C(=O)N[C@@H](CC1=CC(=C(C(=C1)OC)OC)OC)C(=O)O)CC(C)C (N-(2-hydroxyimino-4-methylpentanoyl)-(3,4,5-trimethoxy)phenylalanine). Isolated yield 100.3%. RXN SMILES: C[O:2][C:3](=[O:28])[C@H:4]([CH2:15][C:16]1[CH:21]=[C:20]([O:22][CH3:23])[C:19]([O:24][CH3:25])=[C:18]([O:26][CH3:27])[CH:17]=1)[NH:5][C:6](=[O:14])[C:7](=[N:12][OH:13])[CH2:8][CH:9]([CH3:11])[CH3:10].[OH-].[Na+]>C(O)C>[OH:13][N:12]=[C:7]([CH2:8][CH:9]([CH3:11])[CH3:10])[C:6]([NH:5][C@H:4]([C:3]([OH:28])=[O:2])[CH2:15][C:16]1[CH:17]=[C:18]([O:26][CH3:27])[C:19]([O:24][CH3:25])=[C:20]([O:22][CH3:23])[CH:21]=1)=[O:14] |f:1.2|. Procedure details: To an ethanol solution (500 ml) of 31.98 g of N-(2-hydroxyimino-4-methylpentanoyl)-(3,4,5-trimethoxy)phenylalanine methyl ester was added 180 ml of 1N-sodium hydroxide aqueous solution, and the mixture was stirred at room temperature for 13 hours. After the removal of the solvent by distillation, the residue was acidified by adding with a hydrochloric acid, then was extracted with ethyl acetate. The ethyl acetate layer was washed with an aqueous solution saturated with sodium chloride and was dr... The reactants are CON=C(C(=O)OCC)C(=O)C (ethyl 2-methoxyiminoacetoacetate), C(C)(=O)NN (acetohydrazide). Solvent: C(C)O (ethanol). Run at time 1.5 hour. The product is CON=C(C(=O)OCC)C(C)=NNC(C)=O (ethyl 2-methoxyimino-3-acetylhydrazonobutyrate). RXN SMILES: [CH3:1][O:2][N:3]=[C:4]([C:10]([CH3:12])=O)[C:5]([O:7][CH2:8][CH3:9])=[O:6].[C:13]([NH:16][NH2:17])(=[O:15])[CH3:14]>C(O)C>[CH3:1][O:2][N:3]=[C:4]([C:10](=[N:17][NH:16][C:13](=[O:15])[CH3:14])[CH3:12])[C:5]([O:7][CH2:8][CH3:9])=[O:6]. Procedure details: A solution of ethyl 2-methoxyiminoacetoacetate (a mixture of syn and anti isomer) (226.6 g.) and acetohydrazide (78.5 g.) in ethanol (500 ml.) was stirred for 1.5 hours at ambient temperature. Precipitates were collected by filtration, washed with ethanol and ether and dried to give ethyl 2-methoxyimino-3-acetylhydrazonobutyrate (a mixture of syn and anti isomers) (155.7 g.), mp 190° to 191.5° C. The reactants are ClC1=C(C=CC=C1)C1=CC=C(C=C1)C(C)S(=O)CC(=O)O ([1-(2'-chloro-4-biphenylyl)-ethylsulfinyl]-acetic acid), CI (methyl iodide), C([O-])([O-])=O.[K+].[K+] (potassium carbonate). Solvent: CS(=O)C (dimethyl sulfoxide). Reaction conditions: time 19 hour. Product: COC(CS(=O)C(C)C1=CC=C(C=C1)C1=C(C=CC=C1)Cl)=O ([1-(2'-Chloro-4-biphenylyl)-ethylsulfinyl]-acetic acid methyl ester). Reaction SMILES: [Cl:1][C:2]1[CH:7]=[CH:6][CH:5]=[CH:4][C:3]=1[C:8]1[CH:13]=[CH:12][C:11]([CH:14]([S:16]([CH2:18][C:19]([OH:21])=[O:20])=[O:17])[CH3:15])=[CH:10][CH:9]=1.CI.[C:24](=O)([O-])[O-].[K+].[K+]>CS(C)=O>[CH3:24][O:20][C:19](=[O:21])[CH2:18][S:16]([CH:14]([C:11]1[CH:12]=[CH:13][C:8]([C:3]2[CH:4]=[CH:5][CH:6]=[CH:7][C:2]=2[Cl:1])=[CH:9][CH:10]=1)[CH3:15])=[O:17] |f:2.3.4|. Procedure details: A solution of 19.9 gm (0.059 mol) of [1-(2'-chloro-4-biphenylyl)-ethylsulfinyl]-acetic acid and 12.5 gm (0.088 mol) of methyl iodide in 120 ml of dry dimethyl sulfoxide was admixed with 12.2 gm (0.088 mol) of dry potassium carbonate, and the mixture was stirred at room temperature for 19 hours. The crude reaction product was precipitated with water and extracted with ethyl acetate (yield: 23.1 gm). For purification, the obtained crude product was purified by chromatography on 1200 gm of silicage...